Dataset: the Open Reaction Database (ORD), a public repository of structured organic reaction records. Task: describe an organic reaction: reactants, conditions, products, and yield Starting materials: [Si](C)(C)(C(C)(C)C)OC(CCCCCCC1=CC=CC=C1)C=1OC(=CN1)C=1C=C(C(=O)OC)C=CN1 (Methyl 2-(2-(1-(tert-butyldimethylsilyloxy)-7-phenylheptyl)oxazol-5-yl)isonicotinate), [Si](C)(C)(C(C)(C)C)OC(CCCCCCC1=CC=CC=C1)C=1OC(=CN1)[Sn](CCCC)(CCCC)CCCC (2-(1-(tert-butyldimethylsilyloxy)-7-phenylheptyl)-5-(tributylstannyl)oxazole), ClC=1C=C(C(=O)OC)C=CN1 (methyl 2-chloroisonicotinate). Yields the product EtOAc hexanes, C1(=CC=CC=C1)CCCCCCC(=O)C=1OC(=CN1)C=1C=C(C(=O)OC)C=CN1 (Methyl 2-(2-(7-phenylheptanoyl)oxazol-5-yl)isonicotinate). The yield is 71.0%. RXN SMILES: [Si]([O:8][CH:9]([C:22]1[O:23][C:24]([C:27]2[CH:28]=[C:29]([CH:34]=[CH:35][N:36]=2)[C:30]([O:32][CH3:33])=[O:31])=[CH:25][N:26]=1)[CH2:10][CH2:11][CH2:12][CH2:13][CH2:14][CH2:15][C:16]1[CH:21]=[CH:20][CH:19]=[CH:18][CH:17]=1)(C(C)(C)C)(C)C.[Si](OC(C1OC([Sn](CCCC)(CCCC)CCCC)=CN=1)CCCCCCC1C=CC=CC=1)(C(C)(C)C)(C)C.ClC1C=C(C=CN=1)C(OC)=O>>[C:16]1([CH2:15][CH2:14][CH2:13][CH2:12][CH2:11][CH2:10][C:9]([C:22]2[O:23][C:24]([C:27]3[CH:28]=[C:29]([CH:34]=[CH:35][N:36]=3)[C:30]([O:32][CH3:33])=[O:31])=[CH:25][N:26]=2)=[O:8])[CH:21]=[CH:20][CH:19]=[CH:18][CH:17]=1. Procedure: Methyl 2-(2-(1-(tert-butyldimethylsilyloxy)-7-phenylheptyl)oxazol-5-yl)isonicotinate. The title compound was prepared from 2-(1-(tert-butyldimethylsilyloxy)-7-phenylheptyl)-5-(tributylstannyl)oxazole (130 mg, 0.196 mmol) and methyl 2-chloroisonicotinate following General Procedure A. Flash chromatography (10% EtOAc/hexanes) yielded the title compound as a thick oil (72 mg, 71%): 1H NMR (CDCl3, 400 MHz) δ 8.77 (d, 1H, J=5.0 Hz), 8.20 (s, 1H), 7.77 (dd, 1H, J=5.0, 1.5 Hz), 7.70 (s, 1H), 7.28-7.24 ...